The task is: describe an organic reaction: reactants, conditions, products, and yield. This data is from the Open Reaction Database (ORD), a public repository of structured organic reaction records. Starting materials: ClC(=O)OCC (ethyl chloroformate), C(CCC)[Li] (n-butyl lithium), hexanes, ClC1=CC=C(C=C1)C=1N=CN(C1C1=C(C=C(C=C1)Cl)Cl)C (4-(4-chlorophenyl)-5-(2,4-dichlorophenyl)-1-methylimidazole). Solvent: C1CCOC1 (THF). Conditions: time 1 hour. Yields the product ClC1=CC=C(C=C1)C=1N=C(N(C1C1=C(C=C(C=C1)Cl)Cl)C)C(=O)OCC (Ethyl 4-(4-chlorophenyl)-5-(2,4-dichlorophenyl)-1-methylimidazole-2-carboxylate). RXN SMILES: [Cl:1][C:2]1[CH:7]=[CH:6][C:5]([C:8]2[N:9]=[CH:10][N:11]([CH3:21])[C:12]=2[C:13]2[CH:18]=[CH:17][C:16]([Cl:19])=[CH:15][C:14]=2[Cl:20])=[CH:4][CH:3]=1.C([Li])CCC.Cl[C:28]([O:30][CH2:31][CH3:32])=[O:29]>C1COCC1>[Cl:1][C:2]1[CH:3]=[CH:4][C:5]([C:8]2[N:9]=[C:10]([C:28]([O:30][CH2:31][CH3:32])=[O:29])[N:11]([CH3:21])[C:12]=2[C:13]2[CH:18]=[CH:17][C:16]([Cl:19])=[CH:15][C:14]=2[Cl:20])=[CH:6][CH:7]=1. Procedure details: To a solution of 4-(4-chlorophenyl)-5-(2,4-dichlorophenyl)-1-methylimidazole (100 mg, 0.30 mmol) from Step C in THF (4 mL) cooled to −70° C. in a dry ice/acetone bath was added 1.6N n-butyl lithium in hexanes (0.22 mL, 0.36 mmol). The reaction was stirred for 1 hr and then ethyl chloroformate (0.060 mL, 60 mmol) was added via syringe. The reaction was allowed to warm to rt for 1 hr and was then quenched with aq. sodium bicarbonate and extracted twice with ethyl acetate. The organic layers were w... Product: Cn1nnnc1SCCCC(=O)c1ccccn1. Starting materials: O=C([O-])[O-], Cn1nnnc1S, CC(C)=O, [K+], [K+], O=C(CCCCl)c1ccccn1. RXN SMILES: [C:8](=[O:9])([O-:10])[O-:11].[CH3:1][n:2]1[n:3][n:4][n:5][c:6]1[SH:7].[CH3:26][C:27](=[O:28])[CH3:29].[K+:12].[K+:13].[n:14]1[c:15]([C:20](=[O:21])[CH2:22][CH2:23][CH2:24][Cl:25])[cH:16][cH:17][cH:18][cH:19]1>>[CH3:1][n:2]1[n:3][n:4][n:5][c:6]1[S:7][CH2:24][CH2:23][CH2:22][C:20]([c:15]1[n:14][cH:19][cH:18][cH:17][cH:16]1)=[O:21].